Dataset: the Open Reaction Database (ORD), a public repository of structured organic reaction records. Task: describe an organic reaction: reactants, conditions, products, and yield Reactants: CC(C)c1cccc(C(C)C)c1N, O=C(O)C1c2ccccc2COc2ccc([N+](=O)[O-])cc21. The product is CC(C)c1cccc(C(C)C)c1NC(=O)C1c2ccccc2COc2ccc([N+](=O)[O-])cc21. As a reaction SMILES: [CH:22]([CH3:23])([CH3:24])[c:25]1[c:26]([NH2:27])[c:28]([CH:32]([CH3:33])[CH3:34])[cH:29][cH:30][cH:31]1.[N+:1](=[O:2])([O-:3])[c:4]1[cH:5][c:6]2[c:7]([cH:20][cH:21]1)[O:8][CH2:9][c:10]1[c:11]([cH:16][cH:17][cH:18][cH:19]1)[CH:12]2[C:13](=[O:14])[OH:15]>>[N+:1](=[O:2])([O-:3])[c:4]1[cH:5][c:6]2[c:7]([cH:20][cH:21]1)[O:8][CH2:9][c:10]1[c:11]([cH:16][cH:17][cH:18][cH:19]1)[CH:12]2[C:13](=[O:14])[NH:27][c:26]1[c:25]([CH:22]([CH3:23])[CH3:24])[cH:31][cH:30][cH:29][c:28]1[CH:32]([CH3:33])[CH3:34].